This data is from the Open Reaction Database (ORD), a public repository of structured organic reaction records. The task is: describe an organic reaction: reactants, conditions, products, and yield The reactants are CS(=O)(=O)c1ccc(Br)cc1OC(F)(F)F, CCOC(C)=O, CC1(C)OB(C(=CC2CCCCC2)CO)OC1(C)C, [Na+], [Na+], O=C([O-])[O-], CN(C)C=O. The product is CS(=O)(=O)c1ccc(C(=CC2CCCCC2)CO)cc1OC(F)(F)F. RXN SMILES: [Br:1][c:2]1[cH:3][c:4]([O:12][C:13]([F:14])([F:15])[F:16])[c:5]([S:8](=[O:9])(=[O:10])[CH3:11])[cH:6][cH:7]1.[CH3:47][CH2:48][O:49][C:50](=[O:51])[CH3:52].[CH:17]1([CH:23]=[C:24]([CH2:25][OH:26])[B:27]2[O:28][C:29]([CH3:30])([CH3:31])[C:32]([CH3:33])([CH3:34])[O:35]2)[CH2:18][CH2:19][CH2:20][CH2:21][CH2:22]1.[Na+:36].[Na+:37].[O-:38][C:39](=[O:40])[O-:41].[O:42]=[CH:43][N:44]([CH3:45])[CH3:46]>>[c:2]1([C:24](=[CH:23][CH:17]2[CH2:18][CH2:19][CH2:20][CH2:21][CH2:22]2)[CH2:25][OH:26])[cH:3][c:4]([O:12][C:13]([F:14])([F:15])[F:16])[c:5]([S:8](=[O:9])(=[O:10])[CH3:11])[cH:6][cH:7]1. Starting materials: Oc1cccnc1Br, CN(C)C=O, CC(C)=CCCl, [H-], [Na+], O. The product is CC(C)=CCOc1cccnc1Br. RXN SMILES: [Br:3][c:4]1[n:5][cH:6][cH:7][cH:8][c:9]1[OH:10].[CH3:18][N:19]([CH3:20])[CH:21]=[O:22].[Cl:11][CH2:12][CH:13]=[C:14]([CH3:15])[CH3:16].[H-:1].[Na+:2].[OH2:17]>>[Br:3][c:4]1[n:5][cH:6][cH:7][cH:8][c:9]1[O:10][CH2:12][CH:13]=[C:14]([CH3:15])[CH3:16]. Starting materials: O=Cc1c(Cl)cccc1Cl, ClCCl, O=C(CC1CCCCC1)Nc1nc2c(s1)CCCC2C(=O)NCC1CCNC1. Yields the product O=C(CC1CCCCC1)Nc1nc2c(s1)CCCC2C(=O)NCC1CCN(Cc2c(Cl)cccc2Cl)C1. As a reaction SMILES: [Cl:29][c:30]1[c:31]([CH:32]=[O:33])[c:34]([Cl:38])[cH:35][cH:36][cH:37]1.[Cl:39][CH2:40][Cl:41].[NH:1]1[CH2:2][CH:3]([CH2:6][NH:7][C:8](=[O:9])[CH:10]2[CH2:11][CH2:12][CH2:13][c:14]3[c:15]2[n:16][c:17]([NH:19][C:20]([CH2:21][CH:22]2[CH2:23][CH2:24][CH2:25][CH2:26][CH2:27]2)=[O:28])[s:18]3)[CH2:4][CH2:5]1>>[N:1]1([CH2:32][c:31]2[c:30]([Cl:29])[cH:37][cH:36][cH:35][c:34]2[Cl:38])[CH2:2][CH:3]([CH2:6][NH:7][C:8](=[O:9])[CH:10]2[CH2:11][CH2:12][CH2:13][c:14]3[c:15]2[n:16][c:17]([NH:19][C:20]([CH2:21][CH:22]2[CH2:23][CH2:24][CH2:25][CH2:26][CH2:27]2)=[O:28])[s:18]3)[CH2:4][CH2:5]1. The reactants are FC1=C(C=C(C#N)C=C1)C(F)(F)F (4-fluoro-3-(trifluoromethyl)benzonitrile), CC1NCCCC1 (2-methylpiperidine). Run in CS(=O)C (DMSO), CCOCC (Et2O). Conditions: temperature 100 celsius. Yields the product CC1N(CCCC1)C1=C(C=C(C#N)C=C1)C(F)(F)F (4-(2-methylpiperidin-1-yl)-3-(trifluoromethyl)benzonitrile). RXN SMILES: F[C:2]1[CH:9]=[CH:8][C:5]([C:6]#[N:7])=[CH:4][C:3]=1[C:10]([F:13])([F:12])[F:11].[CH3:14][CH:15]1[CH2:20][CH2:19][CH2:18][CH2:17][NH:16]1>CS(C)=O.CCOCC>[CH3:14][CH:15]1[CH2:20][CH2:19][CH2:18][CH2:17][N:16]1[C:2]1[CH:9]=[CH:8][C:5]([C:6]#[N:7])=[CH:4][C:3]=1[C:10]([F:13])([F:12])[F:11]. Procedure details: A mixture of 4-fluoro-3-(trifluoromethyl)benzonitrile (50.0 g, 0.26 mol, Combi-Blocks AN-1049) and 2-methylpiperidine (156 mL, 1.32 mol) in DMSO (500 mL) was heated at 100° C. under nitrogen for 12 hours. The reaction mixture was diluted with Et2O and washed with water, a saturated aqueous solution of NaHCO3 and a saturated aqueous solution of NH4Cl. The organic layer was dried (MgSO4) and the solvent was removed under reduced pressure to give the title compound as a beige powder. UPLC/MS, M−(ES... Conditions: temperature 27.5 celsius, time 15 minute. Product: C(C)OC(NC(CC=1C=C2CCN(C2=C(C1)C(N)=O)CCCO[Si](C)(C)C(C)(C)C)C)=O ((2-{1-[3-(tert-Butyl-dimethyl-silanyloxy)-propyl]-7-carbamoyl-2,3-dihydro-1H-indol-5-yl}-1-methyl-ethyl)-carbamic acid ethyl ester). Reaction SMILES: [CH2:1]([O:3][C:4](=[O:31])[NH:5][CH:6]([CH3:30])[CH2:7][C:8]1[CH:9]=[C:10]2[C:14](=[C:15]([C:17]#[N:18])[CH:16]=1)[N:13]([CH2:19][CH2:20][CH2:21][O:22][Si:23]([C:26]([CH3:29])([CH3:28])[CH3:27])([CH3:25])[CH3:24])[CH2:12][CH2:11]2)[CH3:2].OO.[OH-].[Na+].C(O)(=[O:38])C>CS(C)=O.O>[CH2:1]([O:3][C:4](=[O:31])[NH:5][CH:6]([CH3:30])[CH2:7][C:8]1[CH:9]=[C:10]2[C:14](=[C:15]([C:17](=[O:38])[NH2:18])[CH:16]=1)[N:13]([CH2:19][CH2:20][CH2:21][O:22][Si:23]([C:26]([CH3:29])([CH3:28])[CH3:27])([CH3:24])[CH3:25])[CH2:12][CH2:11]2)[CH3:2] |f:2.3|. Reported procedure: To a solution of (2-{1-[3-(tert-Butyl-dimethyl-silanyloxy)-propyl]-7-cyano-2,3-dihydro-1H-indol-5-yl}-1-methyl-ethyl)-carbamic acid ethyl ester compound (V) (6 g, 0.01 mole) in DMSO (100 ml) was added 30% H2O2 (15 ml) and the mixture was stirred at 25-30° C. for 15 min. To the reaction mixture was then added 5 N NaOH solution (15 ml) and the mixture was stirred at above temperature for further period of 3 h. Acetic acid (18 ml) was added and reaction mixture was diluted with water. The mixture w... The solvent is CS(=O)C (DMSO), O (water). The reactants are C(C)OC(NC(CC=1C=C2CCN(C2=C(C1)C#N)CCCO[Si](C)(C)C(C)(C)C)C)=O ((2-{1-[3-(tert-Butyl-dimethyl-silanyloxy)-propyl]-7-cyano-2,3-dihydro-1H-indol-5-yl}-1-methyl-ethyl)-carbamic acid ethyl ester), OO (H2O2), C(C)(=O)O (Acetic acid), [OH-].[Na+] (NaOH). The reactants are ClC1=CC=C(C=C1)S (p-Chlorothiophenol), BrC1=CC(=CO1)C(=O)O (5-bromo-furan-3-carboxylic acid). The solvent is CN(C=O)C (dimethylformamide). Run at time 8 hour. Product: ClC1=CC=C(C=C1)SC1=CC(=CO1)C(=O)O (5-(4-Chlorophenylthio)furan-3-carboxylic Acid). Reaction SMILES: [Cl:1][C:2]1[CH:7]=[CH:6][C:5]([SH:8])=[CH:4][CH:3]=1.Br[C:10]1[O:14][CH:13]=[C:12]([C:15]([OH:17])=[O:16])[CH:11]=1>CN(C)C=O>[Cl:1][C:2]1[CH:7]=[CH:6][C:5]([S:8][C:10]2[O:14][CH:13]=[C:12]([C:15]([OH:17])=[O:16])[CH:11]=2)=[CH:4][CH:3]=1. Procedure: p-Chlorothiophenol (4.52 g., 31.4 mmoles) was reacted with 5-bromo-furan-3-carboxylic acid according to the procedure of Example 15, except that the total volume of dimethylformamide was 85 ml., and the reflux period was 8 hours. The reaction mixture was cooled, filtered, the filtrate diluted with 500 ml. of water and insolubles removed by filtration. The latter filtrate was made acidic with 6 N hydrochloric acid, product was extracted into ethyl acetate and recovered by evaporation to an oil, c...